This data is from the Open Reaction Database (ORD), a public repository of structured organic reaction records. The task is: describe an organic reaction: reactants, conditions, products, and yield The product is NC=1C=C(C=CC1)C(CO[Si](C)(C)C(C)(C)C)N(C(OC(C)(C)C)=O)CCOC (tert-Butyl 1-(3-aminophenyl)-2-(tert-butyldimethylsilyloxy)ethyl(2-methoxyethyl)carbamate). The reactants are C(C1=CC=CC=C1)OC(NC1=CC(=CC=C1)C(CO[Si](C)(C)C(C)(C)C)N(CCOC)C(=O)OC(C)(C)C)=O ({3-[1-[tert-Butoxycarbonyl-(2-methoxy-ethyl)-amino]-2-(tert-butyl-dimethyl-silanyloxy)ethyl]-phenyl}-carbamic acid benzyl ester). Reaction conditions: time 8 hour. RXN SMILES: C(OC(=O)[NH:10][C:11]1[CH:16]=[CH:15][CH:14]=[C:13]([CH:17]([N:27]([C:32]([O:34][C:35]([CH3:38])([CH3:37])[CH3:36])=[O:33])[CH2:28][CH2:29][O:30][CH3:31])[CH2:18][O:19][Si:20]([C:23]([CH3:26])([CH3:25])[CH3:24])([CH3:22])[CH3:21])[CH:12]=1)C1C=CC=CC=1>Cl>[NH2:10][C:11]1[CH:12]=[C:13]([CH:17]([N:27]([CH2:28][CH2:29][O:30][CH3:31])[C:32](=[O:33])[O:34][C:35]([CH3:36])([CH3:37])[CH3:38])[CH2:18][O:19][Si:20]([C:23]([CH3:26])([CH3:25])[CH3:24])([CH3:21])[CH3:22])[CH:14]=[CH:15][CH:16]=1. Procedure: {3-[1-[tert-Butoxycarbonyl-(2-methoxy-ethyl)-amino]-2-(tert-butyl-dimethyl-silanyloxy)ethyl]-phenyl}-carbamic acid benzyl ester was added to ethanolic HCl (20 mL) at 0° C., allowed to warm to room temperature and stirred overnight. The reaction mixture was concentrated to give the title compound as a light yellow oil (300 mg). The solvent is Cl (HCl). Reaction SMILES: [Br-:16].[CH2:17]([Li:18])[CH2:19][CH2:20][CH3:21].[CH3:1][C:2]([CH3:3])([CH3:4])[NH:5][C:6](=[O:7])[c:8]1[n:9][cH:10][cH:11][cH:12][c:13]1[CH3:14].[Cl:22][CH2:23][c:24]1[cH:25][cH:26][cH:27][cH:28][cH:29]1.[Na+:15].[O:30]1[CH2:31][CH2:32][CH2:33][CH2:34]1.[OH2:35]>>[CH3:1][C:2]([CH3:3])([CH3:4])[NH:5][C:6](=[O:7])[c:8]1[n:9][cH:10][cH:11][cH:12][c:13]1[CH2:14][CH2:23][c:24]1[cH:25][cH:26][cH:27][cH:28][cH:29]1. The reactants are [Br-], [Li]CCCC, Cc1cccnc1C(=O)NC(C)(C)C, ClCc1ccccc1, [Na+], C1CCOC1, O. Yields the product CC(C)(C)NC(=O)c1ncccc1CCc1ccccc1. Yields the product FC(C1=CC(=CC=C1)N1N(C=C(C1=O)C=1C=C(C=CC1)C(F)(F)F)C)(F)F (1,4-Bis-(α,α,α-trifluoro-3-tolyl)-2-methyl-3-pyrazolin-5-one). Reported procedure: A 3.5 gram portion of the atropic ester of Example 1 was reacted with 2.7 grams α,α,α-trifluoro-3-tolylhydrazine hydrochloride in the presence of triethylamine to produce 2.4 grams 1,4-bis-(α,α,α-trifluoro-3-tolyl)-3-pyrazolin-5-one, m.p. 207°-208° C. A 1.8 gram portion of the above pyrazolinone was alkylated with 2 grams methyl iodide to produce 1.25 grams of the desired product, m.p. 110°-111° C. Reactants: FC(C1=CC(=CC=C1)N1NC=C(C1=O)C=1C=C(C=CC1)C(F)(F)F)(F)F (1,4-bis-(α,α,α-trifluoro-3-tolyl)-3-pyrazolin-5-one), CI (methyl iodide). Reaction SMILES: [F:1][C:2]([F:26])([F:25])[C:3]1[CH:8]=[CH:7][CH:6]=[C:5]([N:9]2[C:13](=[O:14])[C:12]([C:15]3[CH:16]=[C:17]([C:21]([F:24])([F:23])[F:22])[CH:18]=[CH:19][CH:20]=3)=[CH:11][NH:10]2)[CH:4]=1.[CH3:27]I>>[F:26][C:2]([F:1])([F:25])[C:3]1[CH:8]=[CH:7][CH:6]=[C:5]([N:9]2[C:13](=[O:14])[C:12]([C:15]3[CH:16]=[C:17]([C:21]([F:22])([F:23])[F:24])[CH:18]=[CH:19][CH:20]=3)=[CH:11][N:10]2[CH3:27])[CH:4]=1. Reactants: [OH-].[K+] (potassium hydroxide), C(C)(=O)NC=1C(=C(C(=C(C(=O)N(C)CC(CO)O)C1I)I)C(=O)N(C)CC(CO)O)I (5-acetylamino-N,N′-bis-(2,3-dihydroxypropyl)-2,4,6-triiodo-N,N′-dimethyl isophthalamide), O1C(C1)COCCOCC1OC1 (2-{[2-(oxiran-2-ylmethoxy)-ethoxy]methyl}oxirane), Cl (HCl), B(O)(O)O (boric acid). Solvent: O.CO (water methanol), O (water), C(C)#N (acetonitrile). Reaction conditions: time 25 minute. Product: OC(CN(C(C)=O)C=1C(=C(C(=C(C(=O)N(C)CC(CO)O)C1I)I)C(=O)N(C)CC(CO)O)I)COCCOCC(CN(C(C)=O)C=1C(=C(C(=C(C(=O)N(CC(CO)O)C)C1I)I)C(=O)N(CC(CO)O)C)I)O (5,5′-(5,12-dihydroxy-2,15-dioxo-7,10-dioxa-3,14-diazahexadecane-3,14-diyl)bis(N1,N3-bis(2,3-dihydroxypropyl)-2,4,6-triiodo-N1,N3-dimethylisophthalamide)). Yield: 5.0%. Reaction SMILES: [OH-:1].[K+].[C:3]([NH:6][C:7]1[C:8]([I:33])=[C:9]([C:24]([N:26]([CH2:28][CH:29]([OH:32])[CH2:30][OH:31])[CH3:27])=[O:25])[C:10]([I:23])=[C:11]([C:21]=1[I:22])[C:12]([N:14]([CH2:16][CH:17]([OH:20])[CH2:18][OH:19])[CH3:15])=[O:13])(=[O:5])[CH3:4].B(O)(O)O.[O:38]1[CH2:40][CH:39]1[CH2:41][O:42][CH2:43][CH2:44][O:45][CH2:46][CH:47]1[CH2:49][O:48]1.Cl>C(#N)C.O.O.CO>[OH:38][CH:39]([CH2:41][O:42][CH2:43][CH2:44][O:45][CH2:46][CH:47]([OH:48])[CH2:49][N:6]([C:7]1[C:21]([I:22])=[C:11]([C:12]([N:14]([CH3:15])[CH2:16][CH:17]([OH:20])[CH2:18][OH:19])=[O:13])[C:10]([I:23])=[C:9]([C:8]=1[I:33])[C:24]([N:26]([CH3:27])[CH2:28][CH:29]([OH:32])[CH2:30][OH:31])=[O:25])[C:3](=[O:1])[CH3:4])[CH2:40][N:6]([C:7]1[C:21]([I:22])=[C:11]([C:12]([N:14]([CH2:16][CH:17]([OH:20])[CH2:18][OH:19])[CH3:15])=[O:13])[C:10]([I:23])=[C:9]([C:8]=1[I:33])[C:24]([N:26]([CH2:28][CH:29]([OH:32])[CH2:30][OH:31])[CH3:27])=[O:25])[C:3](=[O:5])[CH3:4] |f:0.1,8.9|. Procedure: To a stirred solution of water/methanol (4.9 ml, 2.5 ml) and potassium hydroxide (0.47 g, 8.4 mmol) at 40° C. was added 5-acetylamino-N,N′-bis-(2,3-dihydroxypropyl)-2,4,6-triiodo-N,N′-dimethyl isophthalamide (5.0 g, 6.5 mmol). To the clear solution was then added boric acid (0.28 g, 4.5 mmol). The mixture was cooled to room temperature and pH adjusted to 12.6. 2-{[2-(oxiran-2-ylmethoxy)-ethoxy]methyl}oxirane (0.382 g, 2.22 mmol) was added. The pH of the solution was adjusted to the interval 12.6... Reactants: N(=NC(=O)OC(C)C)C(=O)OC(C)C (diisopropyl azodicarboxylate), C(C=C)OC(=O)O[C@H](C)[C@@H]1[C@@H]2N(C(=C([C@@H]2C)CO)C(=O)OCC=C)C1=O (allyl (1S,5R,6S)-6-[1(R)-allyloxycarbonyloxy-ethyl]-2-hydroxymethyl-1-methyl-carbapen-2-em-3-carboxylate), C1(=CC=CC=C1)P(C1=CC=CC=C1)C1=CC=CC=C1 (triphenylphosphine), CN1S(NC=2C1=C1C=C(C=CC1=CC2)CO[Si](CC)(CC)CC)(=O)=O (1-methyl-8-triethylsilanyloxymethyl-1,3-dihydro-2-thia-1,3-diaza-cyclopenta[α]naphthalene 2,2-dioxide). The solvent is O1CCCC1 (tetrahydrofuran), C(Cl)(Cl)Cl (chloroform). Reaction conditions: time 30 minute. The product is C(C=C)OC(=O)O[C@H](C)[C@@H]1[C@@H]2N(C(=C([C@@H]2C)CN2S(N(C=3C2=CC=C2C=CC(=CC32)CO[Si](CC)(CC)CC)C)(=O)=O)C(=O)OCC=C)C1=O (allyl (1S,5R,6S)-6-[1(R)-allyloxycarbonyloxy-ethyl]-1-methyl-2-(1-methyl-2,2-dioxo-8-triethylsilanyloxymethyl-1,2-dihydro-2-thia-1,3-diaza-cyclopenta[α]naphthalen-3-ylmethyl)-carbapen-2-em-3-carboxylate). Reaction SMILES: [CH2:1]([O:4][C:5]([O:7][C@@H:8]([C@H:10]1[C:25](=[O:26])[N:12]2[C:13]([C:19]([O:21][CH2:22][CH:23]=[CH2:24])=[O:20])=[C:14]([CH2:17]O)[C@H:15]([CH3:16])[C@H:11]12)[CH3:9])=[O:6])[CH:2]=[CH2:3].C1(P(C2C=CC=CC=2)C2C=CC=CC=2)C=CC=CC=1.[CH3:46][N:47]1[C:51]2=[C:52]3[C:57](=[CH:58][CH:59]=[C:50]2[NH:49][S:48]1(=[O:70])=[O:69])[CH:56]=[CH:55][C:54]([CH2:60][O:61][Si:62]([CH2:67][CH3:68])([CH2:65][CH3:66])[CH2:63][CH3:64])=[CH:53]3.N(C(OC(C)C)=O)=NC(OC(C)C)=O>O1CCCC1.C(Cl)(Cl)Cl>[CH2:1]([O:4][C:5]([O:7][C@@H:8]([C@H:10]1[C:25](=[O:26])[N:12]2[C:13]([C:19]([O:21][CH2:22][CH:23]=[CH2:24])=[O:20])=[C:14]([CH2:17][N:49]3[C:50]4=[CH:59][CH:58]=[C:57]5[C:52]([CH:53]=[C:54]([CH2:60][O:61][Si:62]([CH2:67][CH3:68])([CH2:63][CH3:64])[CH2:65][CH3:66])[CH:55]=[CH:56]5)=[C:51]4[N:47]([CH3:46])[S:48]3(=[O:70])=[O:69])[C@H:15]([CH3:16])[C@H:11]12)[CH3:9])=[O:6])[CH:2]=[CH2:3]. Reported procedure: A solution of allyl (1S,5R,6S)-6-[1(R)-allyloxycarbonyloxy-ethyl]-2-hydroxymethyl-1-methyl-carbapen-2-em-3-carboxylate (365 mg, 1.0 mmol), triphenylphosphine (315 mg, 1.2 mmol), and 1-methyl-8-triethylsilanyloxymethyl-1,3-dihydro-2-thia-1,3-diaza-cyclopenta[α]naphthalene 2,2-dioxide (416 mg, 1.1 mmol) in anhydrous tetrahydrofuran (7 mL) is cooled in an ice-bath and stirred under a nitrogen atmosphere while diisopropyl azodicarboxylate (0.24 mL, 1.2 mmol) is added dropwise over a few minutes. The... The reactants are C12(C(=O)CC(CC1)C2(C)C)CS(=O)(=O)O.C2NC(CC1=CC=CC=C21)C(=O)OCC2=CC=CC=C2 (Phenylmethyl 1,2,3,4-tetrahydroisoquinoline-3-carboxylate camphor sulphonic acid salt). Reagents/catalysts: [Pd] (palladium on carbon). The solvent is C(C)O (ethanol). Reaction conditions: time 3 hour. Yields the product C1NC(CC2=CC=CC=C12)C(=O)O (1,2,3,4-tetrahydroisoquinoline-3-carboxylic acid). The yield is 197.1%. RXN SMILES: C12(CS(O)(=O)=O)C(C)(C)C(CC1)CC2=O.[CH2:16]1[C:25]2[C:20](=[CH:21][CH:22]=[CH:23][CH:24]=2)[CH2:19][CH:18]([C:26]([O:28]CC2C=CC=CC=2)=[O:27])[NH:17]1>C(O)C.[Pd]>[CH2:16]1[C:25]2[C:20](=[CH:21][CH:22]=[CH:23][CH:24]=2)[CH2:19][CH:18]([C:26]([OH:28])=[O:27])[NH:17]1 |f:0.1|. Procedure details: Phenylmethyl 1,2,3,4-tetrahydroisoquinoline-3-carboxylate camphor sulphonic acid salt (Preparation 121, 8.3 g, 18.9 mmol) was dissolved in ethanol (600 ml) and palladium on carbon (10%, 0.8 g) was added at room temperature under nitrogen. The reaction mixture was hydrogenated at room temperature at 30 psi for 3 h. The catalyst was removed by filtration and the filtrate was concentrated to give the title compound (6.6 g, 100%). The reactants are CNC(=O)c1cnn(-c2ccccc2)c1Br, N#C[Na], CN(C)C=O, O. Yields the product CNC(=O)c1cnn(-c2ccccc2)c1C#N. RXN SMILES: [Br:1][c:2]1[c:3]([C:13](=[O:14])[NH:15][CH3:16])[cH:4][n:5][n:6]1-[c:7]1[cH:8][cH:9][cH:10][cH:11][cH:12]1.[Na:17][C:18]#[N:19].[O:21]=[CH:22][N:23]([CH3:24])[CH3:25].[OH2:20]>>[c:2]1([C:18]#[N:19])[c:3]([C:13](=[O:14])[NH:15][CH3:16])[cH:4][n:5][n:6]1-[c:7]1[cH:8][cH:9][cH:10][cH:11][cH:12]1.